This data is from the Open Reaction Database (ORD), a public repository of structured organic reaction records. The task is: describe an organic reaction: reactants, conditions, products, and yield The reactants are C(C)C(CC)C=1C=2N(N=C(C1)OC)C=C(C2)C (4-(1-ethyl-propyl)-2-methoxy-6-methyl-pyrrolo[1,2-b]pyridazine), BrC1=C(C=C(S1)C1=NC=NN1C)Cl (5-(5-bromo-4-chloro-thiophen-2-yl)-1-methyl-1H-[1,2,4]triazole), CC(=O)[O-].[K+] (KOAc), N#N (N2), CCOC(=O)C (EtOAc). Reagents/catalysts: [Br-].C(CCC)[N+](CCCC)(CCCC)CCCC (tetrabutylammonium bromide), C(C(CBr)Br)OP(=O)(OCC(CBr)Br)OCC(CBr)Br (TDBPP), CC(=O)[O-].CC(=O)[O-].[Pd+2] (Pd(OAc)2). The solvent is CN1CCCC1=O (NMP). Run at temperature 125 celsius, time 6 hour. The product is ClC1=C(SC(=C1)C=1N(N=CN1)C)C1=C(N=C2N1N=C(C=C2C(CC)CC)C)C (3-[3-Chloro-5-(2-methyl-2H-[1,2,4]triazol-3-yl)-thiophen-2-yl]-8-(1-ethyl-propyl)-2,6-dimethyl-imidazo[1,2-b]pyridazine). The yield is 77.0%. As a reaction SMILES: [CH2:1]([CH:3]([C:6]1[C:7]2[N:8]([CH:14]=C(C)C=2)[N:9]=C(OC)[CH:11]=1)[CH2:4][CH3:5])[CH3:2].Br[C:19]1[S:23][C:22]([C:24]2[N:28]([CH3:29])[N:27]=[CH:26][N:25]=2)=[CH:21][C:20]=1[Cl:30].[CH3:31][C:32]([O-])=O.[K+].[N:36]#N.CCO[C:41]([CH3:43])=O>[Br-].C([N+](CCCC)(CCCC)CCCC)CCC.CN1C(=O)CCC1.CC([O-])=O.CC([O-])=O.[Pd+2].C(OP(OCC(Br)CBr)(OCC(Br)CBr)=O)C(Br)CBr>[Cl:30][C:20]1[CH:21]=[C:22]([C:24]2[N:28]([CH3:29])[N:27]=[CH:26][N:25]=2)[S:23][C:19]=1[C:14]1[N:8]2[N:9]=[C:41]([CH3:43])[CH:11]=[C:6]([CH:3]([CH2:4][CH3:5])[CH2:1][CH3:2])[C:7]2=[N:36][C:32]=1[CH3:31] |f:2.3,6.7,9.10.11|. Reported procedure: A solution of 4-(1-ethyl-propyl)-2-methoxy-6-methyl-pyrrolo[1,2-b]pyridazine (74.8 mg, 0.32 mmol), 5-(5-bromo-4-chloro-thiophen-2-yl)-1-methyl-1H-[1,2,4]triazole (107.5 mg, 0.38 mmol), TDBPP (10.4 mg, 0.016 mmol), tetrabutylammonium bromide (103.0 mg, 0.32 mmol), KOAc (158 mg, 1.61 mmol) in NMP (15 mL) is purged with N2 for 5 min. Pd(OAc)2 (3.6 mg, 0.016 mmol) is added and the resulting mixture is stirred at 125° C. for 6 h. The reaction is cooled to rt, and diluted with EtOAc (10 mL); filtered ... Reactants: CCOC(C)=O, CCCCCC, CCO, CC#Cc1cc(Cl)c2c(c1)CN(Cc1ccc(OC(F)(F)F)cc1)C2=O, [H][H]. The product is CCCc1cc(Cl)c2c(c1)CN(Cc1ccc(OC(F)(F)F)cc1)C2=O. Reaction SMILES: [C:29]([O:30][CH2:31][CH3:32])(=[O:33])[CH3:34].[CH3:35][CH2:36][CH2:37][CH2:38][CH2:39][CH3:40].[CH3:41][CH2:42][OH:43].[Cl:1][c:2]1[cH:3][c:4]([C:24]#[C:25][CH3:26])[cH:5][c:6]2[c:10]1[C:9](=[O:11])[N:8]([CH2:12][c:13]1[cH:14][cH:15][c:16]([O:19][C:20]([F:21])([F:22])[F:23])[cH:17][cH:18]1)[CH2:7]2.[H:27][H:28]>>[Cl:1][c:2]1[cH:3][c:4]([CH2:24][CH2:25][CH3:26])[cH:5][c:6]2[c:10]1[C:9](=[O:11])[N:8]([CH2:12][c:13]1[cH:14][cH:15][c:16]([O:19][C:20]([F:21])([F:22])[F:23])[cH:17][cH:18]1)[CH2:7]2. Starting materials: Cc1cc(C2CC2)cnc1N1CCN(C(=O)OC(C)(C)C)CC1, CCOC(C)=O, CCOC(C)=O, ClC(Cl)Cl, Cl. Product: Cl, Cc1cc(C2CC2)cnc1N1CCNCC1. Reaction SMILES: [C:1]([O:2][C:3](=[O:4])[N:8]1[CH2:9][CH2:10][N:11]([c:14]2[n:15][cH:16][c:17]([CH:21]3[CH2:22][CH2:23]3)[cH:18][c:19]2[CH3:20])[CH2:12][CH2:13]1)([CH3:5])([CH3:6])[CH3:7].[C:24]([O:25][CH2:26][CH3:27])(=[O:28])[CH3:29].[CH3:31][CH2:32][O:33][C:34](=[O:35])[CH3:36].[CH:37]([Cl:38])([Cl:39])[Cl:40].[ClH:30]>>[ClH:30].[NH:8]1[CH2:9][CH2:10][N:11]([c:14]2[n:15][cH:16][c:17]([CH:21]3[CH2:22][CH2:23]3)[cH:18][c:19]2[CH3:20])[CH2:12][CH2:13]1. Reactants: C1CCOC1, CCOC(=O)c1cc2ccc(C(F)c3nnc(-c4ccccc4)o3)cc2s1, [Na+], [OH-]. Product: O=C(O)c1cc2ccc(C(F)c3nnc(-c4ccccc4)o3)cc2s1. RXN SMILES: [CH2:30]1[O:31][CH2:32][CH2:33][CH2:34]1.[F:1][CH:2]([c:3]1[cH:4][c:5]2[c:6]([cH:7][c:8]([C:10](=[O:11])[O:12][CH2:13][CH3:14])[s:9]2)[cH:15][cH:16]1)[c:17]1[o:18][c:19](-[c:22]2[cH:23][cH:24][cH:25][cH:26][cH:27]2)[n:20][n:21]1.[Na+:29].[OH-:28]>>[F:1][CH:2]([c:3]1[cH:4][c:5]2[c:6]([cH:7][c:8]([C:10](=[O:11])[OH:12])[s:9]2)[cH:15][cH:16]1)[c:17]1[o:18][c:19](-[c:22]2[cH:23][cH:24][cH:25][cH:26][cH:27]2)[n:20][n:21]1. Starting materials: C(C1=CC=CC=C1)=O (benzaldehyde), CN (methylamine), [BH4-].[Na+] (Sodium borohydride). Run in CO (methanol). Conditions: time 2 hour. Yields the product CNCC1=CC=CC=C1 (N-methyl benzylamine). Isolated yield 54.5%. RXN SMILES: [CH:1](=O)[C:2]1[CH:7]=[CH:6][CH:5]=[CH:4][CH:3]=1.[CH3:9][NH2:10].[BH4-].[Na+]>CO>[CH3:9][NH:10][CH2:1][C:2]1[CH:7]=[CH:6][CH:5]=[CH:4][CH:3]=1 |f:2.3|. Procedure details: A solution of benzaldehyde (2.0 ml, 20.0 mmol) and methylamine (2.0M in THF) (20.0 ml, 40.0 mmol) and methanol (20 ml) was stirred at room temperature for 20 h under a nitrogen atmosphere. Sodium borohydride (2.27 g, 60.0 mmol) was added to the solution and it was stirred at room temperature for 2 h. The solvent was removed out under reduced pressure and the residue dissolved in chloroform. The chloroform was washed with brine, and dried over magnesium sulphate. The solvent was removed under red... Reactants: O=C([O-])[O-], COC(=O)c1cc(I)c2cn[nH]c2c1, [Cs+], [Cs+], CC(C)I, CN(C)C=O. The product is COC(=O)c1cc(I)c2cnn(C(C)C)c2c1. Reaction SMILES: [C:15](=[O:16])([O-:17])[O-:18].[CH3:1][O:2][C:3](=[O:4])[c:5]1[cH:6][c:7]([I:14])[c:8]2[cH:9][n:10][nH:11][c:12]2[cH:13]1.[Cs+:19].[Cs+:20].[I:21][CH:22]([CH3:23])[CH3:24].[O:25]=[CH:26][N:27]([CH3:28])[CH3:29]>>[CH3:1][O:2][C:3](=[O:4])[c:5]1[cH:6][c:7]([I:14])[c:8]2[cH:9][n:10][n:11]([CH:22]([CH3:23])[CH3:24])[c:12]2[cH:13]1. The reactants are Cc1ccc(-c2ccccc2OCc2ccccc2)cc1[N+](=O)[O-], Cc1ccccc1, O=C[O-], [Fe], [NH4+], O. The product is Cc1ccc(-c2ccccc2OCc2ccccc2)cc1N. Reaction SMILES: [CH2:1]([c:2]1[cH:3][cH:4][cH:5][cH:6][cH:7]1)[O:8][c:9]1[c:10](-[c:15]2[cH:16][c:17]([N+:22]([O-:23])=[O:24])[c:18]([CH3:21])[cH:19][cH:20]2)[cH:11][cH:12][cH:13][cH:14]1.[CH3:25][c:26]1[cH:27][cH:28][cH:29][cH:30][cH:31]1.[CH:32]([O-:33])=[O:34].[Fe:36].[NH4+:35].[OH2:37]>>[CH2:1]([c:2]1[cH:3][cH:4][cH:5][cH:6][cH:7]1)[O:8][c:9]1[c:10](-[c:15]2[cH:16][c:17]([NH2:22])[c:18]([CH3:21])[cH:19][cH:20]2)[cH:11][cH:12][cH:13][cH:14]1.